From a dataset of the Open Reaction Database (ORD), a public repository of structured organic reaction records. describe an organic reaction: reactants, conditions, products, and yield Reactants: CN1CCCN(C)C1=O, CN1CCCN(C)C1=O, CC(C)[N-]C(C)C, O=C(O)Cc1cccc(C(F)(F)F)c1, ICC1CCCC1, [Li+], C1CCOC1. The product is O=C(O)C(CC1CCCC1)c1cccc(C(F)(F)F)c1. Reaction SMILES: [CH3:30][N:31]1[CH2:32][CH2:33][CH2:34][N:35]([CH3:36])[C:37]1=[O:38].[CH3:44][N:45]1[CH2:46][CH2:47][CH2:48][N:49]([CH3:50])[C:51]1=[O:52].[CH:1]([N-:2][CH:3]([CH3:4])[CH3:5])([CH3:6])[CH3:7].[F:9][C:10]([c:11]1[cH:12][c:13]([CH2:17][C:18](=[O:19])[OH:20])[cH:14][cH:15][cH:16]1)([F:21])[F:22].[I:23][CH2:24][CH:25]1[CH2:26][CH2:27][CH2:28][CH2:29]1.[Li+:8].[O:39]1[CH2:40][CH2:41][CH2:42][CH2:43]1>>[F:9][C:10]([c:11]1[cH:12][c:13]([CH:17]([C:18](=[O:19])[OH:20])[CH2:24][CH:25]2[CH2:26][CH2:27][CH2:28][CH2:29]2)[cH:14][cH:15][cH:16]1)([F:21])[F:22]. Reactants: [BH4-], O=C(c1cc(C(F)(F)F)cc(C(F)(F)F)c1)N1CCC(N(Cc2ccnc3ccccc23)C(=O)C(F)(F)F)CC1Cc1ccccc1, [Na+]. Yields the product O=C(c1cc(C(F)(F)F)cc(C(F)(F)F)c1)N1CCC(NCc2ccnc3ccccc23)CC1Cc1ccccc1. RXN SMILES: [BH4-:48].[CH2:1]([c:2]1[cH:3][cH:4][cH:5][cH:6][cH:7]1)[CH:8]1[N:9]([C:32]([c:33]2[cH:34][c:35]([C:43]([F:44])([F:45])[F:46])[cH:36][c:37]([C:39]([F:40])([F:41])[F:42])[cH:38]2)=[O:47])[CH2:10][CH2:11][CH:12]([N:14]([C:15](=[O:16])[C:17]([F:18])([F:19])[F:20])[CH2:21][c:22]2[cH:23][cH:24][n:25][c:26]3[cH:27][cH:28][cH:29][cH:30][c:31]23)[CH2:13]1.[Na+:49]>>[CH2:1]([c:2]1[cH:3][cH:4][cH:5][cH:6][cH:7]1)[CH:8]1[N:9]([C:32]([c:33]2[cH:34][c:35]([C:43]([F:44])([F:45])[F:46])[cH:36][c:37]([C:39]([F:40])([F:41])[F:42])[cH:38]2)=[O:47])[CH2:10][CH2:11][CH:12]([NH:14][CH2:21][c:22]2[cH:23][cH:24][n:25][c:26]3[cH:27][cH:28][cH:29][cH:30][c:31]23)[CH2:13]1. Starting materials: Cc1ccc(S(=O)(=O)OCC2Cc3c(cccc3-c3ccccc3C)O2)cc1, Cl, [N-]=[N+]=[N-], [N-]=[N+]=[N-], Cc1ccccc1-c1cccc2c1CC(CN=[N+]=[N-])O2, [Na+]. Product: Cc1ccccc1-c1cccc2c1CC(CN)O2. Reaction SMILES: [CH3:1][c:2]1[cH:3][cH:4][c:5]([S:6]([O:7][CH2:8][CH:9]2[CH2:10][c:11]3[c:12](-[c:13]4[cH:14][cH:15][cH:16][cH:17][c:18]4[CH3:19])[cH:20][cH:21][cH:22][c:23]3[O:24]2)(=[O:25])=[O:26])[cH:27][cH:28]1.[ClH:56].[N-:30]=[N+:31]=[N-:32].[N-:53]=[N+:54]=[N-:55].[N:33](=[N+:34]=[N-:35])[CH2:36][CH:37]1[O:38][c:39]2[c:40]([c:42](-[c:46]3[c:47]([CH3:52])[cH:48][cH:49][cH:50][cH:51]3)[cH:43][cH:44][cH:45]2)[CH2:41]1.[Na+:29]>>[NH2:33][CH2:36][CH:37]1[O:38][c:39]2[c:40]([c:42](-[c:46]3[c:47]([CH3:52])[cH:48][cH:49][cH:50][cH:51]3)[cH:43][cH:44][cH:45]2)[CH2:41]1. Starting materials: C1=CCCCC1, CCO, Nc1nc(Cl)cc(NCC2(CO)CCC2)n1, [OH-], [OH-], [Pd+2]. The product is Nc1nccc(NCC2(CO)CCC2)n1. RXN SMILES: [CH2:17]1[CH2:18][CH:19]=[CH:20][CH2:21][CH2:22]1.[CH3:26][CH2:27][OH:28].[NH2:1][c:2]1[n:3][c:4]([Cl:16])[cH:5][c:6]([NH:8][CH2:9][C:10]2([CH2:14][OH:15])[CH2:11][CH2:12][CH2:13]2)[n:7]1.[OH-:23].[OH-:25].[Pd+2:24]>>[NH2:1][c:2]1[n:3][cH:4][cH:5][c:6]([NH:8][CH2:9][C:10]2([CH2:14][OH:15])[CH2:11][CH2:12][CH2:13]2)[n:7]1. Starting materials: Br[Si](C)(C)C (Bromotrimethylsilane), C(C=C)OC(CCC1=C(C(=C2C(CC(OC2=C1C)=O)(C)C)C)OCOC)=O (3-(6-Methoxymethoxy-4,4,5,8-tetramethyl-2-oxo-chroman-7-yl)-propionic acid allyl ester), C(=O)(O)[O-].[Na+] (NaHCO3). The solvent is C(Cl)Cl (methylene chloride). Conditions: temperature -35 celsius, time 1 hour. Yields the product C(C=C)OC(CCC1=C(C(=C2C(CC(OC2=C1C)=O)(C)C)C)O)=O (3-(6-Hydroxy-4,4,5,8-tetramethyl-2-oxo-chroman-7-yl)-propionic acid allyl ester). Yield: 75.8%. RXN SMILES: [CH2:1]([O:4][C:5](=[O:27])[CH2:6][CH2:7][C:8]1[C:17]([CH3:18])=[C:16]2[C:11]([C:12]([CH3:21])([CH3:20])[CH2:13][C:14](=[O:19])[O:15]2)=[C:10]([CH3:22])[C:9]=1[O:23]COC)[CH:2]=[CH2:3].Br[Si](C)(C)C.C([O-])(O)=O.[Na+]>C(Cl)Cl>[CH2:1]([O:4][C:5](=[O:27])[CH2:6][CH2:7][C:8]1[C:17]([CH3:18])=[C:16]2[C:11]([C:12]([CH3:20])([CH3:21])[CH2:13][C:14](=[O:19])[O:15]2)=[C:10]([CH3:22])[C:9]=1[OH:23])[CH:2]=[CH2:3] |f:2.3|. Procedure: The compound G (393 mg, 1.04 mmol) was dissolved in 10 mL of methylene chloride and cooled to −35° C. Bromotrimethylsilane (414 μL, 3.13 mmol) was added dropwise, and the solution was stirred for 1 h. A solution of saturated NaHCO3 (15 mL) was added followed by extraction with methylene chloride (2×30 mL). The organic layers were combined and dried with MgSO4. After filtration and evaporation, the residue was purified using column chromatography with hexanes/ethyl acetate (4:1, v/v) to give 262 ...